This data is from the Open Reaction Database (ORD), a public repository of structured organic reaction records. The task is: describe an organic reaction: reactants, conditions, products, and yield The reactants are CC1(C2CC=C(C1C2)CCO)C ((−)-Nopol). Reagents/catalysts: O=[Pt]=O (PtO2). The solvent is C(C)(=O)OCC (ethyl acetate). Run at time 2.5 hour. The product is CC1([C@H]2CC[C@H]([C@@H]1C2)CCO)C (2-((1S,2S,5S)-6,6-dimethylbicyclo[3.1.1]heptan-2-yl)ethanol). Yield: 91367.8%. As a reaction SMILES: [CH3:1][C:2]1([CH3:12])[CH:7]2[CH2:8][CH:3]1[CH2:4][CH:5]=[C:6]2[CH2:9][CH2:10][OH:11]>C(OCC)(=O)C.O=[Pt]=O>[CH3:1][C:2]1([CH3:12])[C@H:7]2[CH2:8][C@@H:3]1[CH2:4][CH2:5][C@H:6]2[CH2:9][CH2:10][OH:11]. Procedure: (−)-Nopol (Aldrich) (66.4 g 0.40 mmol) was dissolved in ethyl acetate (500 mL). PtO2 (2.0 g) was added under N2 atmosphere. The mixture was hydrogenated at 41 psi. Uptake was completed within 2.5 hours. The mixture was filtered, washed with ethyl acetate and concentrated. The residue was distilled at 125-130° C./9.5 mm of Hg. to afford 61.5 g of the title compound. Reactants: COc1ccccc1N=C=O, NCCCN1Cc2ccccc2CC1Cc1ccc(F)cc1. Yields the product COc1ccccc1NC(=O)NCCCN1Cc2ccccc2CC1Cc1ccc(F)cc1. RXN SMILES: [CH3:23][O:24][c:25]1[c:26]([N:31]=[C:32]=[O:33])[cH:27][cH:28][cH:29][cH:30]1.[F:1][c:2]1[cH:3][cH:4][c:5]([CH2:6][CH:7]2[N:8]([CH2:17][CH2:18][CH2:19][NH2:20])[CH2:9][c:10]3[cH:11][cH:12][cH:13][cH:14][c:15]3[CH2:16]2)[cH:21][cH:22]1>>[F:1][c:2]1[cH:3][cH:4][c:5]([CH2:6][CH:7]2[N:8]([CH2:17][CH2:18][CH2:19][NH:20][C:32]([NH:31][c:26]3[c:25]([O:24][CH3:23])[cH:30][cH:29][cH:28][cH:27]3)=[O:33])[CH2:9][c:10]3[cH:11][cH:12][cH:13][cH:14][c:15]3[CH2:16]2)[cH:21][cH:22]1. Procedure details: A solution of 3-amino-4-methoxybenzaldehyde (2 mmol) and carboxymethane-sulfonylmethanesulfonyl-acetic acid (1 mmol) in acetic acid (10 mL) was subjected to General Procedure 1, to yield the title compound in 62% yield. m.p. 148-150° C. RXN SMILES: [NH2:1][C:2]1[CH:3]=[C:4]([CH:7]=[CH:8][C:9]=1[O:10][CH3:11])[CH:5]=O.C([CH2:15][S:16]([CH2:19][S:20]([CH2:23][C:24](O)=O)(=[O:22])=[O:21])(=[O:18])=[O:17])(O)=O.[C:27]([OH:30])(=O)[CH3:28]>>[NH2:1][C:2]1[CH:3]=[C:4]([CH:7]=[CH:8][C:9]=1[O:10][CH3:11])/[CH:5]=[CH:15]/[S:16]([CH2:19][S:20](/[CH:23]=[CH:24]/[C:4]1[CH:3]=[CH:2][C:9]([O:10][CH3:11])=[C:27]([OH:30])[CH:28]=1)(=[O:21])=[O:22])(=[O:17])=[O:18]. Starting materials: NC=1C=C(C=O)C=CC1OC (3-amino-4-methoxybenzaldehyde), C(=O)(O)CS(=O)(=O)CS(=O)(=O)CC(=O)O (carboxymethane-sulfonylmethanesulfonyl-acetic acid), C(C)(=O)O (acetic acid). Product: NC=1C=C(/C=C/S(=O)(=O)CS(=O)(=O)/C=C/C=2C=CC(=C(C2)O)OC)C=CC1OC (5-((1E)-2-(((E)-3-Amino-4-methoxystyrylsulfonyl)methyl-sulfonyl)-vinyl)-2-methoxyphenol). The yield is 62.0%. Starting materials: C1CCOC1, CCc1cccc2c3c([nH]c12)C(CC)(CC(=O)OC)OCC3N, O. The product is CCc1cccc2c3c([nH]c12)C(CC)(CC(=O)OC)OCC3O. RXN SMILES: [CH2:25]1[O:26][CH2:27][CH2:28][CH2:29]1.[CH3:1][O:2][C:3]([CH2:4][C:5]1([CH2:21][CH3:22])[O:6][CH2:7][CH:8]([NH2:20])[c:9]2[c:10]1[nH:11][c:12]1[c:13]([CH2:18][CH3:19])[cH:14][cH:15][cH:16][c:17]21)=[O:23].[OH2:24]>>[CH3:1][O:2][C:3]([CH2:4][C:5]1([CH2:21][CH3:22])[O:6][CH2:7][CH:8]([OH:24])[c:9]2[c:10]1[nH:11][c:12]1[c:13]([CH2:18][CH3:19])[cH:14][cH:15][cH:16][c:17]21)=[O:23]. Starting materials: COc1cc(OCCO[Si](C)(C)C(C)(C)C)c(F)c(C(Nc2ccc(C#N)cc2)c2nn(-c3ncccn3)c(=O)[nH]2)c1, CC(=O)O, O. Yields the product COc1cc(OCCO)c(F)c(C(Nc2ccc(C#N)cc2)c2nn(-c3ncccn3)c(=O)[nH]2)c1. Reaction SMILES: [C:1]([Si:2]([CH3:3])([CH3:4])[O:6][CH2:7][CH2:8][O:9][c:10]1[c:11]([F:40])[c:12]([CH:18]([c:19]2[n:20][n:21](-[c:25]3[n:26][cH:27][cH:28][cH:29][n:30]3)[c:22](=[O:24])[nH:23]2)[NH:31][c:32]2[cH:33][cH:34][c:35]([C:36]#[N:37])[cH:38][cH:39]2)[cH:13][c:14]([O:16][CH3:17])[cH:15]1)([CH3:5])([CH3:41])[CH3:42].[CH3:43][C:44](=[O:45])[OH:46].[OH2:47]>>[OH:6][CH2:7][CH2:8][O:9][c:10]1[c:11]([F:40])[c:12]([CH:18]([c:19]2[n:20][n:21](-[c:25]3[n:26][cH:27][cH:28][cH:29][n:30]3)[c:22](=[O:24])[nH:23]2)[NH:31][c:32]2[cH:33][cH:34][c:35]([C:36]#[N:37])[cH:38][cH:39]2)[cH:13][c:14]([O:16][CH3:17])[cH:15]1. Reactants: C(C)(C)(C)OC([C@@H](NC(C1=C(C=C(C=C1)NC(CCSCC(COC(CCCCCCCCCCCCCCC)=O)OC(CCCCCCCCCCCCCCC)=O)=O)F)=O)CCC(=O)OC(C)(C)C)=O (4-(6,7-bis(palmitoyloxy)-4-thiaheptanoyl)amino-2-fluorobenzoylglutamic acid di-t-butyl ester), Example 50. The solvent is FC(C(=O)O)(F)F (trifiuoroacetic acid). Conditions: time 4 hour. Product: C(CCCCCCCCCCCCCCC)(=O)OC(CSCCC(=O)NC1=CC(=C(C(=O)N[C@@H](CCC(=O)O)C(=O)O)C=C1)F)COC(CCCCCCCCCCCCCCC)=O (4-(6,7-bis(palmitoyloxy)-4- thiaheptanoyl)amino-2-fiuorobenzoylglutamic acid). Isolated yield 100.0%. As a reaction SMILES: C([O:5][C:6](=[O:72])[C@H:7]([CH2:63][CH2:64][C:65]([O:67]C(C)(C)C)=[O:66])[NH:8][C:9](=[O:62])[C:10]1[CH:15]=[CH:14][C:13]([NH:16][C:17](=[O:60])[CH2:18][CH2:19][S:20][CH2:21][CH:22]([O:42][C:43](=[O:59])[CH2:44][CH2:45][CH2:46][CH2:47][CH2:48][CH2:49][CH2:50][CH2:51][CH2:52][CH2:53][CH2:54][CH2:55][CH2:56][CH2:57][CH3:58])[CH2:23][O:24][C:25](=[O:41])[CH2:26][CH2:27][CH2:28][CH2:29][CH2:30][CH2:31][CH2:32][CH2:33][CH2:34][CH2:35][CH2:36][CH2:37][CH2:38][CH2:39][CH3:40])=[CH:12][C:11]=1[F:61])(C)(C)C>FC(F)(F)C(O)=O>[C:43]([O:42][CH:22]([CH2:23][O:24][C:25](=[O:41])[CH2:26][CH2:27][CH2:28][CH2:29][CH2:30][CH2:31][CH2:32][CH2:33][CH2:34][CH2:35][CH2:36][CH2:37][CH2:38][CH2:39][CH3:40])[CH2:21][S:20][CH2:19][CH2:18][C:17]([NH:16][C:13]1[CH:14]=[CH:15][C:10]([C:9]([NH:8][C@H:7]([C:6]([OH:72])=[O:5])[CH2:63][CH2:64][C:65]([OH:67])=[O:66])=[O:62])=[C:11]([F:61])[CH:12]=1)=[O:60])(=[O:59])[CH2:44][CH2:45][CH2:46][CH2:47][CH2:48][CH2:49][CH2:50][CH2:51][CH2:52][CH2:53][CH2:54][CH2:55][CH2:56][CH2:57][CH3:58]. Procedure details: A solution of 4-(6,7-bis(palmitoyloxy)-4-thiaheptanoyl)amino-2-fluorobenzoylglutamic acid di-t-butyl ester as obtained in Example 50 (205 mg) in trifiuoroacetic acid (5 ml) was stirred at room temperature for 4 hours, followed by concentration, to yield the title compound (183 mg, yield 100%) as a colorless crystal. Starting materials: C(C)C=1C=C(C(=O)O)C=C(C1OC)CC (3,5-diethyl-4-methoxybenzoic acid), [Cl-] (chloride), C(C1=CC=CC=C1)C=1OC(=C(C1)C)C (2-benzyl-4,5-dimethylfuran), C(C(=O)Cl)(=O)Cl (oxalyl chloride), [Sn] (tin). The reagents and catalysts are N,N-DMF. Yields the product C(C1=CC=CC=C1)C=1OC(=C(C1C(=O)C1=CC(=C(C(=C1)CC)OC)CC)C)C ((2-Benzyl-4.5-dimethyl-furan-3-yl)-(3.5-diethyl-4-methoxy-phenyl)-methanone). RXN SMILES: [CH2:1]([C:3]1[CH:4]=[C:5]([CH:9]=[C:10]([CH2:14][CH3:15])[C:11]=1[O:12][CH3:13])[C:6]([OH:8])=O)[CH3:2].C(Cl)(=O)C(Cl)=O.[Sn].[Cl-].[CH2:24]([C:31]1[O:32][C:33]([CH3:37])=[C:34]([CH3:36])[CH:35]=1)[C:25]1[CH:30]=[CH:29][CH:28]=[CH:27][CH:26]=1>>[CH2:24]([C:31]1[O:32][C:33]([CH3:37])=[C:34]([CH3:36])[C:35]=1[C:6]([C:5]1[CH:9]=[C:10]([CH2:14][CH3:15])[C:11]([O:12][CH3:13])=[C:3]([CH2:1][CH3:2])[CH:4]=1)=[O:8])[C:25]1[CH:26]=[CH:27][CH:28]=[CH:29][CH:30]=1 |^3:21|. Procedure details: The title compound was prepared according to the procedure in Example 5, step 2, using 3,5-diethyl-4-methoxybenzoic acid (10.66 g, 51.3 mmol), oxalyl chloride (4.90 mL, 56.3 mmol), N,N-DMF (2 drops), tin TV chloride (6.60 mL, 56.3 mmol) and 2-benzyl-4,5-dimethylfuran (11.4 g, 61.3 mmol) to give 22.0 g, of the title compound. 1H NMR δ1.13 (t, 6 H), 1.83 (s, 3 H), 2.19 (s, 3 H), 2.61 (q, 4 H), 3.74 (s, 3 H), 3.82 (s, 2 H), 7.05 (d, 2 H), 7.23-7.27 (m, 3 H), 7.42 (s, 2 H). mass spectrum (EI), m/z 3...